This data is from the Open Reaction Database (ORD), a public repository of structured organic reaction records. The task is: describe an organic reaction: reactants, conditions, products, and yield The reactants are Cl.C(C(C)C)(=O)CN (isobutyrylmethylamine hydrochloride), C([O-])(O)=O.[Na+] (sodium bicarbonate), FC1=CC=C(C(=O)Cl)C=C1 (4-fluorobenzoyl chloride). Yields the product FC1=CC=C(C(=O)NCC(C(C)C)=O)C=C1 (N-(4-fluorobenzoyl)isobutyrylmethylamine). Yield: 89.4%. RXN SMILES: Cl.[C:2]([CH2:7][NH2:8])(=[O:6])[CH:3]([CH3:5])[CH3:4].C(=O)(O)[O-].[Na+].[F:14][C:15]1[CH:23]=[CH:22][C:18]([C:19](Cl)=[O:20])=[CH:17][CH:16]=1>>[F:14][C:15]1[CH:23]=[CH:22][C:18]([C:19]([NH:8][CH2:7][C:2](=[O:6])[CH:3]([CH3:5])[CH3:4])=[O:20])=[CH:17][CH:16]=1 |f:0.1,2.3|. Procedure details: 4.0 g of isobutyrylmethylamine hydrochloride, 6.1 g of sodium bicarbonate and 5.1 g of 4-fluorobenzoyl chloride are treated in the same manner as described in Preparation 1-(4). 5.8 g of N-(4-fluorobenzoyl)isobutyrylmethylamine are thereby obtained. Yield: 89.2%. Starting materials: COc1ccc([Sn](C)(C)C)cn1, CCOC(C)=O, [Cl-], COc1cc2cc(OS(=O)(=O)C(F)(F)F)cnc2cc1OC, [Li+], C1COCCO1, c1ccc(P(c2ccccc2)(c2ccccc2)[Pd](P(c2ccccc2)(c2ccccc2)c2ccccc2)(P(c2ccccc2)(c2ccccc2)c2ccccc2)P(c2ccccc2)(c2ccccc2)c2ccccc2)cc1. Product: COc1ccc(-c2cnc3cc(OC)c(OC)cc3c2)cn1. RXN SMILES: [CH3:1][O:2][c:3]1[n:4][cH:5][c:6]([Sn:9]([CH3:10])([CH3:11])[CH3:12])[cH:7][cH:8]1.[CH3:43][CH2:44][O:45][C:46](=[O:47])[CH3:48].[Cl-:36].[F:13][C:14]([F:15])([F:16])[S:17]([O:18][c:19]1[cH:20][n:21][c:22]2[cH:23][c:24]([O:31][CH3:32])[c:25]([O:29][CH3:30])[cH:26][c:27]2[cH:28]1)(=[O:33])=[O:34].[Li+:35].[O:37]1[CH2:38][CH2:39][O:40][CH2:41][CH2:42]1.[cH:49]1[cH:50][cH:51][c:52]([P:53]([Pd:54]([P:55]([c:56]2[cH:57][cH:58][cH:59][cH:60][cH:61]2)([c:62]2[cH:63][cH:64][cH:65][cH:66][cH:67]2)[c:68]2[cH:69][cH:70][cH:71][cH:72][cH:73]2)([P:74]([c:75]2[cH:76][cH:77][cH:78][cH:79][cH:80]2)([c:81]2[cH:82][cH:83][cH:84][cH:85][cH:86]2)[c:87]2[cH:88][cH:89][cH:90][cH:91][cH:92]2)[P:93]([c:94]2[cH:95][cH:96][cH:97][cH:98][cH:99]2)([c:100]2[cH:101][cH:102][cH:103][cH:104][cH:105]2)[c:106]2[cH:107][cH:108][cH:109][cH:110][cH:111]2)([c:112]2[cH:113][cH:114][cH:115][cH:116][cH:117]2)[c:118]2[cH:119][cH:120][cH:121][cH:122][cH:123]2)[cH:124][cH:125]1>>[CH3:1][O:2][c:3]1[n:4][cH:5][c:6](-[c:19]2[cH:20][n:21][c:22]3[cH:23][c:24]([O:31][CH3:32])[c:25]([O:29][CH3:30])[cH:26][c:27]3[cH:28]2)[cH:7][cH:8]1. The reactants are Cc1nc(-c2ccc(NC(=O)N3CCN(C(=O)OC(C)(C)C)CC3)cc2)no1, CC(C)(C)OC(=O)N1CCNCC1, Cc1ccccc1. Yields the product Cc1nc(-c2ccc(NC(=O)N3CCNCC3)cc2)no1. RXN SMILES: [C:14]([O:15][C:16]([CH3:17])([CH3:18])[CH3:19])(=[O:20])[N:21]1[CH2:22][CH2:23][N:24]([C:27]([NH:28][c:29]2[cH:30][cH:31][c:32](-[c:35]3[n:36][o:37][c:38]([CH3:40])[n:39]3)[cH:33][cH:34]2)=[O:41])[CH2:25][CH2:26]1.[C:1]([N:2]1[CH2:3][CH2:4][NH:5][CH2:6][CH2:7]1)([O:8][C:9]([CH3:10])([CH3:11])[CH3:12])=[O:13].[CH3:42][c:43]1[cH:44][cH:45][cH:46][cH:47][cH:48]1>>[NH:21]1[CH2:22][CH2:23][N:24]([C:27]([NH:28][c:29]2[cH:30][cH:31][c:32](-[c:35]3[n:36][o:37][c:38]([CH3:40])[n:39]3)[cH:33][cH:34]2)=[O:41])[CH2:25][CH2:26]1. Reactants: Cl, O=C(O)C(F)(F)F, CC(C)(C)OC(=O)NCCNC(=O)c1nocc1-c1ccccc1. The product is Cl, NCCNC(=O)c1nocc1-c1ccccc1. Reaction SMILES: [ClH:32].[OH:25][C:26]([C:27]([F:28])([F:29])[F:30])=[O:31].[c:1]1(-[c:7]2[c:8]([C:12](=[O:13])[NH:14][CH2:15][CH2:16][NH:17][C:18](=[O:19])[O:20][C:21]([CH3:22])([CH3:23])[CH3:24])[n:9][o:10][cH:11]2)[cH:2][cH:3][cH:4][cH:5][cH:6]1>>[ClH:32].[c:1]1(-[c:7]2[c:8]([C:12](=[O:13])[NH:14][CH2:15][CH2:16][NH2:17])[n:9][o:10][cH:11]2)[cH:2][cH:3][cH:4][cH:5][cH:6]1. Starting materials: O=C1CCC(N2CCC(Cc3ccc(Br)cc3Cl)C2=O)CC1, Cn1cc(B2OC(C)(C)C(C)(C)O2)cn1, COCCOC, CCOC(C)=O, [Na+], [Na+], O=C([O-])[O-], O. Product: Cn1cc(-c2ccc(CC3CCN(C4CCC(=O)CC4)C3=O)c(Cl)c2)cn1. RXN SMILES: [Br:1][c:2]1[cH:3][c:4]([Cl:22])[c:5]([CH2:6][CH:7]2[C:8](=[O:19])[N:9]([CH:12]3[CH2:13][CH2:14][C:15](=[O:18])[CH2:16][CH2:17]3)[CH2:10][CH2:11]2)[cH:20][cH:21]1.[CH3:23][n:24]1[n:25][cH:26][c:27]([B:29]2[O:30][C:31]([CH3:32])([CH3:33])[C:34]([CH3:35])([CH3:36])[O:37]2)[cH:28]1.[CH3:44][O:45][CH2:46][CH2:47][O:48][CH3:49].[CH3:50][CH2:51][O:52][C:53]([CH3:54])=[O:55].[Na+:38].[Na+:39].[O-:40][C:41](=[O:42])[O-:43].[OH2:56]>>[c:2]1(-[c:27]2[cH:26][n:25][n:24]([CH3:23])[cH:28]2)[cH:3][c:4]([Cl:22])[c:5]([CH2:6][CH:7]2[C:8](=[O:19])[N:9]([CH:12]3[CH2:13][CH2:14][C:15](=[O:18])[CH2:16][CH2:17]3)[CH2:10][CH2:11]2)[cH:20][cH:21]1. Reactants: CON(C)C(=O)C(CC(=O)OC(C)(C)C)NS(=O)(=O)c1ccccc1O, CCOC(=O)N=NC(=O)OCC, c1ccc(P(c2ccccc2)c2ccccc2)cc1, OCCc1cncc2ccccc12. Yields the product CON(C)C(=O)C(CC(=O)OC(C)(C)C)NS(=O)(=O)c1ccccc1OCCc1cncc2ccccc12, O=P(c1ccccc1)(c1ccccc1)c1ccccc1. As a reaction SMILES: [C:1]([CH3:2])([CH3:3])([CH3:4])[O:5][C:6]([CH2:7][CH:8]([C:9](=[O:10])[N:11]([CH3:12])[O:13][CH3:14])[NH:15][S:16](=[O:17])(=[O:18])[c:19]1[c:20]([OH:25])[cH:21][cH:22][cH:23][cH:24]1)=[O:26].[O:59]=[C:60]([O:61][CH2:62][CH3:63])[N:64]=[N:65][C:66]([O:67][CH2:68][CH3:69])=[O:70].[c:40]1([P:46]([c:47]2[cH:48][cH:49][cH:50][cH:51][cH:52]2)[c:53]2[cH:54][cH:55][cH:56][cH:57][cH:58]2)[cH:41][cH:42][cH:43][cH:44][cH:45]1.[cH:27]1[n:28][cH:29][c:30]([CH2:37][CH2:38][OH:39])[c:31]2[cH:32][cH:33][cH:34][cH:35][c:36]12>>[C:1]([CH3:2])([CH3:3])([CH3:4])[O:5][C:6]([CH2:7][CH:8]([C:9](=[O:10])[N:11]([CH3:12])[O:13][CH3:14])[NH:15][S:16](=[O:17])(=[O:18])[c:19]1[c:20]([O:25][CH2:38][CH2:37][c:30]2[cH:29][n:28][cH:27][c:36]3[c:31]2[cH:32][cH:33][cH:34][cH:35]3)[cH:21][cH:22][cH:23][cH:24]1)=[O:26].[O:39]=[P:46]([c:40]1[cH:41][cH:42][cH:43][cH:44][cH:45]1)([c:47]1[cH:48][cH:49][cH:50][cH:51][cH:52]1)[c:53]1[cH:54][cH:55][cH:56][cH:57][cH:58]1. The reactants are Cc1cc(O)ncc1Br, Cc1ccc(S(=O)(=O)OCCC(C)(C)O)cc1, CN(C)C=O, [Cl-], [H-], [NH4+], [Na+]. The product is Cc1cc(OCCC(C)(C)O)ncc1Br. RXN SMILES: [Br:3][c:4]1[c:5]([CH3:11])[cH:6][c:7]([OH:10])[n:8][cH:9]1.[CH3:12][c:13]1[cH:14][cH:15][c:16]([S:17]([O:18][CH2:23][CH2:24][C:25]([CH3:26])([CH3:27])[OH:28])(=[O:19])=[O:20])[cH:21][cH:22]1.[CH3:31][N:32]([CH3:33])[CH:34]=[O:35].[Cl-:29].[H-:1].[NH4+:30].[Na+:2]>>[Br:3][c:4]1[c:5]([CH3:11])[cH:6][c:7]([O:10][CH2:23][CH2:24][C:25]([CH3:26])([CH3:27])[OH:28])[n:8][cH:9]1.